From a dataset of the Open Reaction Database (ORD), a public repository of structured organic reaction records. describe an organic reaction: reactants, conditions, products, and yield Starting materials: C1(CCCCC1)C1(C2=CC=CC=C2C=2C=CC=CC12)O (9-cyclohexyl-9H-fluoren-9-ol), COC([C@@H](NC(=O)OCC1C2=CC=CC=C2C=2C=CC=CC12)CO)=O (Nα -(9-fluorenylmethoxycarbonyl)-L-serine methyl ester). Product: C1(CCCCC1)C1(C2=CC=CC=C2C=2C=CC=CC12)OC[C@H](N)C(=O)O (O-(9-Cyclohexyl-9H-fluoren-9-yl)-L-serine). As a reaction SMILES: [CH:1]1([C:7]2([OH:20])[C:19]3[CH:18]=[CH:17][CH:16]=[CH:15][C:14]=3[C:13]3[C:8]2=[CH:9][CH:10]=[CH:11][CH:12]=3)[CH2:6][CH2:5][CH2:4][CH2:3][CH2:2]1.C[O:22][C:23](=[O:45])[C@H:24]([CH2:43]O)[NH:25]C(OCC1C2C=CC=CC=2C2C1=CC=CC=2)=O>>[CH:1]1([C:7]2([O:20][CH2:43][C@@H:24]([C:23]([OH:45])=[O:22])[NH2:25])[C:8]3[CH:9]=[CH:10][CH:11]=[CH:12][C:13]=3[C:14]3[C:19]2=[CH:18][CH:17]=[CH:16][CH:15]=3)[CH2:2][CH2:3][CH2:4][CH2:5][CH2:6]1. Procedure details: from 9-cyclohexyl-9H-fluoren-9-ol (Example 1r) and Nα -(9-fluorenylmethoxycarbonyl)-L-serine methyl ester; The reactants are CC1=C(C2=CC=C(C=C2C(C1)(C)C)C#C[Si](C)(C)C)OS(=O)(=O)C(F)(F)F (trifluoro-methanesulfonic acid 2,4,4-trimethyl-6-trimethylsilanylethynyl-3,4-dihydro-naphthalen-1-yl ester), C(C)O (ethanol), CN(C=O)C (N,N-dimethylformamide), CC1=C(C2=CC=C(C=C2C(C1)(C)C)C#C[Si](C)(C)C)OS(=O)(=O)C(F)(F)F (trifluoro-methanesulfonic acid 2,4,4-trimethyl-6-trimethylsilanylethynyl-3,4-dihydro-naphthalen-1-yl ester), C1(=CC=CC=C1)P(CCCP(C1=CC=CC=C1)C1=CC=CC=C1)C1=CC=CC=C1 (1,3-bis(diphenylphosphino)propane). Reagents/catalysts: C(C)(=O)[O-].[Pd+2].C(C)(=O)[O-] (palladium acetate). Run in C(C)(=O)OCC (ethyl acetate), C(C)N(CC)CC (triethyl amine), CCCCCC (hexane). Product: C(C)OC(=O)C1=C(CC(C2=CC(=CC=C12)C#C[Si](C)(C)C)(C)C)C (2,4,4-Trimethyl-6-trimethylsilanylethynyl-3,4-dihydro-naphthalene-1-carboxylic acid ethyl ester). Reaction SMILES: [CH3:1][C:2]1[CH2:11][C:10]([CH3:13])([CH3:12])[C:9]2[C:4](=[CH:5][CH:6]=[C:7]([C:14]#[C:15][Si:16]([CH3:19])([CH3:18])[CH3:17])[CH:8]=2)[C:3]=1OS(C(F)(F)F)(=O)=O.C1(P(C2C=CC=CC=2)CCCP(C2C=CC=CC=2)C2C=CC=CC=2)C=CC=CC=1.CN(C)[CH:59]=[O:60].[CH2:62]([OH:64])[CH3:63]>CCCCCC.C([O-])(=O)C.[Pd+2].C([O-])(=O)C.C(OCC)(=O)C.C(N(CC)CC)C>[CH2:62]([O:64][C:59]([C:3]1[C:4]2[C:9](=[CH:8][C:7]([C:14]#[C:15][Si:16]([CH3:18])([CH3:17])[CH3:19])=[CH:6][CH:5]=2)[C:10]([CH3:12])([CH3:13])[CH2:11][C:2]=1[CH3:1])=[O:60])[CH3:63] |f:5.6.7|. Procedure details: Following General Procedure E and using trifluoro-methanesulfonic acid 2,4,4-trimethyl-6-trimethylsilanylethynyl-3,4-dihydro-naphthalen-1-yl ester (Intermediate 198, 1.59 g, 3.8 mmol), palladium acetate (0.1 g, 0.45 mmol), 1,3-bis(diphenylphosphino)propane (0.1 g, 0.24 mmol), N,N-dimethylformamide (2.4 mL), ethanol (2.4 mL) and triethyl amine (2.4 mL) followed by flash column chromatography over silica gel (230-400 mesh) using 5% ethyl acetate in hexane as the eluent the title compound was obtai... The reactants are Nc1c(F)cc(Br)cc1F, COc1cc2c(Cl)ncnc2cc1OCc1ccccc1, [H-], [Na+], CN(C)C=O. Product: COc1cc2c(Nc3c(F)cc(Br)cc3F)ncnc2cc1OCc1ccccc1. As a reaction SMILES: [Br:3][c:4]1[cH:5][c:6]([F:12])[c:7]([NH2:8])[c:9]([F:11])[cH:10]1.[CH2:13]([c:14]1[cH:15][cH:16][cH:17][cH:18][cH:19]1)[O:20][c:21]1[c:22]([O:32][CH3:33])[cH:23][c:24]2[c:25]([Cl:31])[n:26][cH:27][n:28][c:29]2[cH:30]1.[H-:1].[Na+:2].[O:34]=[CH:35][N:36]([CH3:37])[CH3:38]>>[Br:3][c:4]1[cH:5][c:6]([F:12])[c:7]([NH:8][c:25]2[c:24]3[cH:23][c:22]([O:32][CH3:33])[c:21]([O:20][CH2:13][c:14]4[cH:15][cH:16][cH:17][cH:18][cH:19]4)[cH:30][c:29]3[n:28][cH:27][n:26]2)[c:9]([F:11])[cH:10]1. Reactants: FC1=CC=C(CN2C(=CC=C2)C(C)=O)C=C1 (1-[1-(4-fluorobenzyl)-1H-pyrrol-2-yl]ethanone), [N+](=O)(O)[O-] (nitric acid). The solvent is C(C)(=O)OC(C)=O (acetic anhydride). Run at temperature -78 celsius. The product is FC1=CC=C(CN2C(=CC(=C2)[N+](=O)[O-])C(C)=O)C=C1 (1-[1-(4-fluorobenzyl)-4-nitro-1H-pyrrol-2-yl]ethanone). As a reaction SMILES: [F:1][C:2]1[CH:16]=[CH:15][C:5]([CH2:6][N:7]2[CH:11]=[CH:10][CH:9]=[C:8]2[C:12](=[O:14])[CH3:13])=[CH:4][CH:3]=1.[N+:17]([O-])([OH:19])=[O:18]>C(OC(=O)C)(=O)C>[F:1][C:2]1[CH:3]=[CH:4][C:5]([CH2:6][N:7]2[CH:11]=[C:10]([N+:17]([O-:19])=[O:18])[CH:9]=[C:8]2[C:12](=[O:14])[CH3:13])=[CH:15][CH:16]=1. Reported procedure: To a 500 mL round bottomed flask with a stirring bar and a drying tube was added 1-[1-(4-fluorobenzyl)-1H-pyrrol-2-yl]ethanone AI-1-1 (11.64 g, 53.58 mmol) and acetic anhydride (230 mL). This solution was cooled to −78° C. and concentrated nitric acid (3.7 mL of 15.9 N solution, 58.24 mmol) was added with a pipette. The cooling bath was allowed to expire and the mixture warmed to 0° C. over 7 h. The acetic anhydride was removed in vacuo and the residue was taken up in EtOAc (500 mL). This soluti... The reactants are BrCc1ccccc1, CCOC(=O)c1cc(-c2ccc(OC)cc2)n[nH]c1=O. Product: CCOC(=O)c1cc(-c2ccc(OC)cc2)nn(Cc2ccccc2)c1=O. As a reaction SMILES: [Br:21][CH2:22][c:23]1[cH:24][cH:25][cH:26][cH:27][cH:28]1.[CH2:1]([CH3:2])[O:3][C:4](=[O:5])[c:6]1[c:7](=[O:20])[nH:8][n:9][c:10](-[c:12]2[cH:13][cH:14][c:15]([O:18][CH3:19])[cH:16][cH:17]2)[cH:11]1>>[CH2:1]([CH3:2])[O:3][C:4](=[O:5])[c:6]1[c:7](=[O:20])[n:8]([CH2:22][c:23]2[cH:24][cH:25][cH:26][cH:27][cH:28]2)[n:9][c:10](-[c:12]2[cH:13][cH:14][c:15]([O:18][CH3:19])[cH:16][cH:17]2)[cH:11]1. Reactants: ClC=1C(=CC=2N(N1)C(=NN2)C2=CC=CC=C2)C2CCC2 (6-chloro-7-cyclobutyl-3-phenyl-1,2,4-triazolo[4,3-b]pyridazine), N=1C=NN2C1CNCC2 (5,6,7,8-tetrahydro-1,2,4-triazolo[1,5-α]pyrazine). The solvent is CS(=O)C (dimethyl sulphoxide). Reaction conditions: temperature 150 celsius. Yields the product C1(CCC1)C1=CC=2N(N=C1N1CC=3N(CC1)N=CN3)C(=NN2)C2=CC=CC=C2 (7-Cyclobutyl-6-(5,6-dihydro-8H-1,2,4-triazolo[1,5-α]pyrazin-7-yl)-3-phenyl-1,2,4-triazolo[4,3-b]pyridazine). The yield is 26.3%. As a reaction SMILES: Cl[C:2]1[C:3]([CH:17]2[CH2:20][CH2:19][CH2:18]2)=[CH:4][C:5]2[N:6]([C:8]([C:11]3[CH:16]=[CH:15][CH:14]=[CH:13][CH:12]=3)=[N:9][N:10]=2)[N:7]=1.[N:21]1[CH:22]=[N:23][N:24]2[CH2:29][CH2:28][NH:27][CH2:26][C:25]=12>CS(C)=O>[CH:17]1([C:3]2[C:2]([N:27]3[CH2:28][CH2:29][N:24]4[N:23]=[CH:22][N:21]=[C:25]4[CH2:26]3)=[N:7][N:6]3[C:8]([C:11]4[CH:16]=[CH:15][CH:14]=[CH:13][CH:12]=4)=[N:9][N:10]=[C:5]3[CH:4]=2)[CH2:20][CH2:19][CH2:18]1. Procedure: A mixture of 6-chloro-7-cyclobutyl-3-phenyl-1,2,4-triazolo[4,3-b]pyridazine (150 mg, 0.53 mmol) and 5,6,7,8-tetrahydro-1,2,4-triazolo[1,5-α]pyrazine (190 mg, 1.53 mmol) in dimethyl sulphoxide (1 ml) was stirred and heated at 150° C. for 20 hours. The mixture was partitioned between dichloromethane and water. The aqueous phase was further extracted with dichloromethane (x2). The combined extracts were dried (Na2SO4), filtered and evaporated. The residue was purified by chromatography on silica ge... The reactants are C, CC(C)(C)OC(=O)c1ccc(-c2ccccc2)cc1NC(=O)c1cc(Oc2ccccc2)ccc1OCc1ccccc1, CO, CCOC(C)=O, [Pd]. Product: CC(C)(C)OC(=O)c1ccc(-c2ccccc2)cc1NC(=O)c1cc(Oc2ccccc2)ccc1O. RXN SMILES: [C:52].[CH2:1]([c:2]1[cH:3][cH:4][cH:5][cH:6][cH:7]1)[O:8][c:9]1[c:10]([C:11](=[O:12])[NH:13][c:14]2[c:15]([C:16](=[O:17])[O:18][C:19]([CH3:20])([CH3:21])[CH3:22])[cH:23][cH:24][c:25](-[c:27]3[cH:28][cH:29][cH:30][cH:31][cH:32]3)[cH:26]2)[cH:33][c:34]([O:37][c:38]2[cH:39][cH:40][cH:41][cH:42][cH:43]2)[cH:35][cH:36]1.[CH3:44][OH:45].[CH3:46][CH2:47][O:48][C:49](=[O:50])[CH3:51].[Pd:53]>>[OH:8][c:9]1[c:10]([C:11](=[O:12])[NH:13][c:14]2[c:15]([C:16](=[O:17])[O:18][C:19]([CH3:20])([CH3:21])[CH3:22])[cH:23][cH:24][c:25](-[c:27]3[cH:28][cH:29][cH:30][cH:31][cH:32]3)[cH:26]2)[cH:33][c:34]([O:37][c:38]2[cH:39][cH:40][cH:41][cH:42][cH:43]2)[cH:35][cH:36]1. The reactants are NC=1C(=NC=CC1)C(=O)O (3-Amino-2-picolinic acid), C(CCl)Cl (EDC). The reagents and catalysts are CN(C)C=1C=CN=CC1 (DMAP), CN(C)C=1C=CN=CC1 (DMAP). Solvent: C(C)O (ethanol). The product is NC=1C(=NC=CC1)C(=O)OCC (ethyl 3-amino-2-picolinate). The yield is 130.5%. As a reaction SMILES: [NH2:1][C:2]1[C:3]([C:8]([OH:10])=[O:9])=[N:4][CH:5]=[CH:6][CH:7]=1.[CH2:11](Cl)[CH2:12]Cl>C(O)C.CN(C1C=CN=CC=1)C>[NH2:1][C:2]1[C:3]([C:8]([O:10][CH2:11][CH3:12])=[O:9])=[N:4][CH:5]=[CH:6][CH:7]=1. Reported procedure: 3-Amino-2-picolinic acid (4.14 g) was suspended in ethanol (100 ml) at room temperature with stirring. DMAP (3.7 g) was added and the reaction was stirred for 1 hour at room temperature. A further equivalent of DMAP (3.7 g) was added and the suspension disappeared, and then EDC (5.80 g) was added and the reaction was stirred at room temperature for 17 hours. The ethanol was evaporated to give a dark oil, water was added and the mixture was extracted with ethyl acetate, washed with brine and drie...